This data is from the Open Reaction Database (ORD), a public repository of structured organic reaction records. The task is: describe an organic reaction: reactants, conditions, products, and yield Starting materials: CN, CC(C)O, O=[N+]([O-])c1cnc(Cl)nc1Cl, C1CCOC1. Product: CNc1nc(Cl)ncc1[N+](=O)[O-]. As a reaction SMILES: [CH3:12][NH2:13].[CH3:19][CH:20]([OH:21])[CH3:22].[Cl:1][c:2]1[n:3][cH:4][c:5]([N+:9](=[O:10])[O-:11])[c:6]([Cl:8])[n:7]1.[O:14]1[CH2:15][CH2:16][CH2:17][CH2:18]1>>[Cl:1][c:2]1[n:3][cH:4][c:5]([N+:9](=[O:10])[O-:11])[c:6]([NH:13][CH3:12])[n:7]1. The reactants are N1N=CN=C1 (1,2,4-triazole), potassium tert.butylate, FC1=C(C=CC(=C1)F)C1(OC1)C1(CC1)SC(F)(F)F (2-(2,4-difluoro- phenyl)-2-[1-(trifluoromethylmercapto)-cycloprop-1-yl]oxirane). Run in CN(C=O)C (dimethylformamide), CN(C=O)C (dimethylformamide), C(C)(=O)OCC (ethyl acetate). Conditions: temperature 100 celsius, time 8 hour. The product is FC1=C(C=CC(=C1)F)C(CN1N=CN=C1)(C1(CC1)SC(F)(F)F)O (1-(2,4-difluorophenyl)-1-hydroxy-2-(1,2,4-triazol-1-yl)-1-(1-trifluoromethylmercapto-cycloprop-1-yl)ethane). The yield is 63.4%. Reaction SMILES: [F:1][C:2]1[CH:7]=[C:6]([F:8])[CH:5]=[CH:4][C:3]=1[C:9]1([C:12]2([S:15][C:16]([F:19])([F:18])[F:17])[CH2:14][CH2:13]2)[CH2:11][O:10]1.[NH:20]1[CH:24]=[N:23][CH:22]=[N:21]1>CN(C)C=O.C(OCC)(=O)C>[F:1][C:2]1[CH:7]=[C:6]([F:8])[CH:5]=[CH:4][C:3]=1[C:9]([OH:10])([C:12]1([S:15][C:16]([F:19])([F:18])[F:17])[CH2:14][CH2:13]1)[CH2:11][N:20]1[CH:24]=[N:23][CH:22]=[N:21]1. Reported procedure: A solution of 15.9 g (54 mmol) of 2-(2,4-difluoro- phenyl)-2-[1-(trifluoromethylmercapto)-cycloprop-1-yl]oxirane in 20 ml of absolute dimethylformamide is added dropwise with stirring to a mixture of 12 g (174 mmol) of 1,2,4-triazole and 1.4 g (12.5 mmol) of potassium tert.butylate in 30 ml of absolute dimethylformamide under a nitrogen atmosphere The reaction mixture is stirred at 100° C. for 8 hours. The solvent is then stripped off under reduced pressure, the residue is taken up in ethyl acet... The reactants are [N+](=O)([O-])C1=C(C=CC(=C1)[N+](=O)[O-])OCC (2,4-dinitrophenetole), [H][H] (hydrogen). Reagents/catalysts: O (water), dry catalyst. Run in NC=1C(=CC=CC1)C (o-toluidine). Product: NC1=C(C=CC(=C1)N)OCC (2,4-diaminophenetole). Yield: 89.1%. Reaction SMILES: [N+:1]([C:4]1[CH:9]=[C:8]([N+:10]([O-])=O)[CH:7]=[CH:6][C:5]=1[O:13][CH2:14][CH3:15])([O-])=O.[H][H]>NC1C(C)=CC=CC=1.O>[NH2:1][C:4]1[CH:9]=[C:8]([NH2:10])[CH:7]=[CH:6][C:5]=1[O:13][CH2:14][CH3:15]. Procedure: 112 g (0.529 mol) of 2,4-dinitrophenetole were hydrogenated, in a 700 ml stirred autoclave, in 300 ml of o-toluidine with 15 g of water-moist palladium catalyst (0.5% by weight of palladium on charcoal), corresponding to 6 g of dry catalyst, at a temperature of about 80° C and a hydrogen pressure of between 5 and 10 bars. After 31/2 hours, the hydrogen absorption and the reaction had ended. After filtering off the catalyst, the solvent and the water of reaction formed were distilled off under no...